From a dataset of the Open Reaction Database (ORD), a public repository of structured organic reaction records. describe an organic reaction: reactants, conditions, products, and yield Reactants: ClC1=CC=C(C=2N3C(=NC21)N(CCC3)C3=C(C=C(C=C3)Cl)Cl)C(CC)O (1-[9-chloro-1-(2,4-dichlorophenyl)-1,2,3,4-tetrahydropyrimido[1,2-a]benzimidazol-6-yl]propan-1-ol), COCCN(CCOC)S(F)(F)F (bis(2-methoxyethyl)aminosulfur trifluoride). The solvent is C(C)#N (acetonitrile), C(C)(=O)OCC (ethyl acetate). Reaction conditions: time 15 hour. Yields the product ClC1=CC=C(C=2N3C(=NC21)N(CCC3)C3=C(C=C(C=C3)Cl)Cl)C(CC)F (9-Chloro-1-(2,4-dichlorophenyl)-6-(1-fluoropropyl)-1,2,3,4-tetrahydropyrimido[1,2-a]benzimidazole). Yield: 77.0%. RXN SMILES: [Cl:1][C:2]1[C:10]2[N:9]=[C:8]3[N:11]([C:15]4[CH:20]=[CH:19][C:18]([Cl:21])=[CH:17][C:16]=4[Cl:22])[CH2:12][CH2:13][CH2:14][N:7]3[C:6]=2[C:5]([CH:23](O)[CH2:24][CH3:25])=[CH:4][CH:3]=1.COCCN(S(F)(F)[F:37])CCOC>C(#N)C.C(OCC)(=O)C>[Cl:1][C:2]1[C:10]2[N:9]=[C:8]3[N:11]([C:15]4[CH:20]=[CH:19][C:18]([Cl:21])=[CH:17][C:16]=4[Cl:22])[CH2:12][CH2:13][CH2:14][N:7]3[C:6]=2[C:5]([CH:23]([F:37])[CH2:24][CH3:25])=[CH:4][CH:3]=1. Procedure details: To a stirred suspension of 1-[9-chloro-1-(2,4-dichlorophenyl)-1,2,3,4-tetrahydropyrimido[1,2-a]benzimidazol-6-yl]propan-1-ol (82.1 mg, 0.200 mmol) in acetonitrile (1.0 mL) was added bis(2-methoxyethyl)aminosulfur trifluoride at room temperature. After 15 h, the reaction mixture was diluted with ethyl acetate, washed with aqueous sodium hydrogen carbonate and brine, dried over sodium sulfate, filtered, and concentrated in vacuo. The residue was purified by flash column chromatography on silica ge... The reactants are C(C)OC(=O)C1CCN2CCCCC12 (1-ethoxycarbonylindolizidine), BrC1=CC=CC=C1 (bromobenzene), [Li] (lithium), C1(=CC=CC=C1)[Li] (phenyl lithium). The solvent is O (water), CCOCC (ether). The product is C1(=CC=CC=C1)C(O)(C1=CC=CC=C1)C1CCN2CCCCC12 (1-(1,1-Diphenyl-1-hydroxymethyl)indolizidine). Reaction SMILES: C(O[C:4]([CH:6]1[CH:14]2[N:9]([CH2:10][CH2:11][CH2:12][CH2:13]2)[CH2:8][CH2:7]1)=[O:5])C.[C:15]1([Li])[CH:20]=[CH:19][CH:18]=[CH:17][CH:16]=1.[Li].Br[C:24]1[CH:29]=[CH:28][CH:27]=[CH:26][CH:25]=1>O.CCOCC>[C:15]1([C:4]([CH:6]2[CH:14]3[N:9]([CH2:10][CH2:11][CH2:12][CH2:13]3)[CH2:8][CH2:7]2)([C:24]2[CH:29]=[CH:28][CH:27]=[CH:26][CH:25]=2)[OH:5])[CH:20]=[CH:19][CH:18]=[CH:17][CH:16]=1 |^1:21|. Procedure details: A solution of 2.40 g. of 1-ethoxycarbonylindolizidine in 20 ml. of dry ether was dropwise added to a solution of phenyl lithium prepared from 0.51 g. of metal lithium, 6.32 g. of bromobenzene and 50 ml. of dryether under ice cooling. After refluxing for about 10 mins., water was dropwise added to the reaction mixture. The mixture was extracted with ether. The ethereal layer was extracted with a diluted hydrochloric acid solution and the aqueous layer was adjusted to alkaline with a causting soda... Product: C1(=CC=CC=C1)N1N=C2C(=CNC=C2CCC)C1=O (2,5-Dihydro-2-phenyl-7-propylpyrazolo[4,3-c]pryidin-3-one). RXN SMILES: Cl[C:2]1[C:7]([C:8]([O:10]CC)=O)=[CH:6][N:5]=[CH:4][C:3]=1[CH2:13][CH2:14][CH3:15].[C:16]1([NH:22][NH2:23])[CH:21]=[CH:20][CH:19]=[CH:18][CH:17]=1>C(O)CCC>[C:16]1([N:22]2[C:8](=[O:10])[C:7]3=[CH:6][NH:5][CH:4]=[C:3]([CH2:13][CH2:14][CH3:15])[C:2]3=[N:23]2)[CH:21]=[CH:20][CH:19]=[CH:18][CH:17]=1. Reported procedure: A mixture of ethyl 4-chloro-3-propyl-5-pyridinecarboxylate (0.5123 g, 2.25 mmol) and phenylhydrazine (0.32 ml, 3.25 mmol) in anhydrous 1-butanol (18 ml) was stirred at reflux under nitrogen for 50 h. The solvent was removed in vacuo and the residue was purified by flash chromatography (silica gel, 5-10% MeOH/CH2Cl2) to give 0.4767 g (84%) of the title compound as a yellow solid; mp 221-224° C. (CH2Cl2-EtOAc-hexane); 1H NMR (360 MHz, DMSO-d6) δ0.95 (3H, t, J 7.3 Hz), 1.77 (2H, m), 2.63 (2H, t, J ... Run in C(CCC)O (1-butanol). The reactants are ClC1=C(C=NC=C1C(=O)OCC)CCC (ethyl 4-chloro-3-propyl-5-pyridinecarboxylate), C1(=CC=CC=C1)NN (phenylhydrazine). Isolated yield 83.6%. The reactants are [Mg] (magnesium), C[Si](Cl)(Cl)C (dimethyldichlorosilane), COC1=CC=C(CCl)C=C1 (p-methoxybenzyl chloride). The solvent is C(C)OCC (diethyl ether), C(C)OCC (diethyl ether). Run at time 1 hour. Yields the product Cl[Si](CC1=CC=C(C=C1)OC)(C)C (chlorodimethyl-p-methoxybenzylsilane). Isolated yield 64.0%. RXN SMILES: [Mg].[CH3:2][Si:3]([CH3:6])(Cl)[Cl:4].[CH3:7][O:8][C:9]1[CH:16]=[CH:15][C:12]([CH2:13]Cl)=[CH:11][CH:10]=1>C(OCC)C>[Cl:4][Si:3]([CH3:6])([CH3:2])[CH2:13][C:12]1[CH:15]=[CH:16][C:9]([O:8][CH3:7])=[CH:10][CH:11]=1. Procedure details: In a 2-liter three-neck flask equipped with a stirrer, reflux condenser, dropping funnel, and thermometer were placed 31.0 g (1.28 mol) of magnesium powder, 129 g (1 mol) of dimethyldichlorosilane, and 500 ml of diethyl ether. With the flask cooled below 10° C., a mixture of 100 g (0.639 mol) of p-methoxybenzyl chloride and 250 ml of diethyl ether was added dropwise from the dropping funnel over 4 hours. After aging at room temperature for 1 hour, excess magnesium and magnesium chloride were rem... Starting materials: ( 67 ), ( 33 ), C(C)(=O)OC1=C(C=CC(=C1)S(=O)(=O)C(F)(F)F)OC[C@@H]1OC1 (2-[(2R)-oxiran-2-ylmethoxy]-5-[(trifluoromethyl)sulfonyl]phenyl acetate), [OH-].[K+] (KOH), ( 72 ). The solvent is O1CCOCC1 (dioxane). Reaction conditions: time 1 hour. Product: FC(S(=O)(=O)C=1C=CC2=C(O[C@H](CO2)CO)C1)(F)F ([(2S)-7-(TRIFLUOROMETHYLSULFONYL)-2,3-DIHYDRO-1,4-BENZODIOXIN-2-YL]METHANOL). Reaction SMILES: C([O:4][C:5]1[CH:10]=[C:9]([S:11]([C:14]([F:17])([F:16])[F:15])(=[O:13])=[O:12])[CH:8]=[CH:7][C:6]=1[O:18][CH2:19][C@H:20]1[CH2:22][O:21]1)(=O)C.[OH-].[K+]>O1CCOCC1>[F:16][C:14]([F:15])([F:17])[S:11]([C:9]1[CH:8]=[CH:7][C:6]2[O:18][CH2:19][C@H:20]([CH2:22][OH:21])[O:4][C:5]=2[CH:10]=1)(=[O:12])=[O:13] |f:1.2|. Reported procedure: Preparation according to Preparation 20 using 2-[(2R)-oxiran-2-ylmethoxy]-5-[(trifluoromethyl)sulfonyl]phenyl acetate (1.0 g, 3.7 mmol), dioxane (10 ml) and KOH (10%, 10 ml), the mixture stirred at RT for 1 h. Yield 1.0 g. MS m/z (rel. intensity, 70 eV) 298 (M+, 29), 229 (72), 165 (bp), 107 (67), 79 (33). Reactants: O=C1OCC(Br)=C1Br, O=C([O-])[O-], C1COCCN1, [Cs+], [Cs+], CN(C)C=O. Product: O=C1OCC(N2CCOCC2)=C1Br. As a reaction SMILES: [Br:1][C:2]1=[C:6]([Br:7])[CH2:5][O:4][C:3]1=[O:8].[C:9](=[O:10])([O-:11])[O-:12].[CH2:15]1[CH2:16][O:17][CH2:18][CH2:19][NH:20]1.[Cs+:13].[Cs+:14].[O:21]=[CH:22][N:23]([CH3:24])[CH3:25]>>[Br:1][C:2]1=[C:6]([N:20]2[CH2:15][CH2:16][O:17][CH2:18][CH2:19]2)[CH2:5][O:4][C:3]1=[O:8].